From a dataset of the Open Reaction Database (ORD), a public repository of structured organic reaction records. describe an organic reaction: reactants, conditions, products, and yield The reactants are ClC1=CC=C(C=C1)C1=NN(C[C@@H]1C1=CC=CC=C1)C(=NS(=O)(=O)N1CCOCC1)NC ((−)-(4S)-3-(4-Chlorophenyl)-N-methyl-N′-((morpholin-4-yl)sulfonyl)-4-phenyl-4,5-dihydro-1H-pyrazole-1-carboxamidine), C(C)O (ethanol). The product is ClC1=CC=C(C=C1)C1=NN(C[C@@H]1C1=CC=CC=C1)C(=NS(=O)(=O)N1CCCCC1)NC ((−)-(4S)-3-(4-Chlorophenyl)-N-methyl-4-phenyl-N′-((piperidin-1-yl)sulfonyl)-4,5-dihydro-1H-pyrazole-1-carboxamidine). Reaction SMILES: [Cl:1][C:2]1[CH:7]=[CH:6][C:5]([C:8]2[C@@H:12]([C:13]3[CH:18]=[CH:17][CH:16]=[CH:15][CH:14]=3)[CH2:11][N:10]([C:19]([NH:30][CH3:31])=[N:20][S:21]([N:24]3[CH2:29][CH2:28]O[CH2:26][CH2:25]3)(=[O:23])=[O:22])[N:9]=2)=[CH:4][CH:3]=1.[CH2:32](O)C>>[Cl:1][C:2]1[CH:7]=[CH:6][C:5]([C:8]2[C@@H:12]([C:13]3[CH:18]=[CH:17][CH:16]=[CH:15][CH:14]=3)[CH2:11][N:10]([C:19]([NH:30][CH3:31])=[N:20][S:21]([N:24]3[CH2:29][CH2:28][CH2:32][CH2:26][CH2:25]3)(=[O:23])=[O:22])[N:9]=2)=[CH:4][CH:3]=1. Procedure details: (−)-(4S)-3-(4-Chlorophenyl)-N-methyl-N′-((morpholin-4-yl)sulfonyl)-4-phenyl-4,5-dihydro-1H-pyrazole-1-carboxamidine ([α25D]=−144°, c=0.01, MeOH). (Chiral stationary phase: Chiralpak AD). The mobile phase consisted of ethanol. Amorphous.